Dataset: the Open Reaction Database (ORD), a public repository of structured organic reaction records. Task: describe an organic reaction: reactants, conditions, products, and yield Starting materials: C1(=CC=CC=C1)C1C2=CC=CC=C2C=2C=CC=CC12 (9-phenylfluorene), [Li]CCCC (nBuLi), C=O (Paraformaldehyde). Solvent: C1CCOC1 (THF). Reaction conditions: temperature 0 celsius, time 30 minute. Yields the product OCC1(C2=CC=CC=C2C=2C=CC=CC12)C1=CC=CC=C1 (9-Hydroxymethyl-9-phenylfluorene). As a reaction SMILES: [C:1]1([CH:7]2[C:19]3[CH:18]=[CH:17][CH:16]=[CH:15][C:14]=3[C:13]3[C:8]2=[CH:9][CH:10]=[CH:11][CH:12]=3)[CH:6]=[CH:5][CH:4]=[CH:3][CH:2]=1.[Li]CCCC.[CH2:25]=[O:26]>C1COCC1>[OH:26][CH2:25][C:7]1([C:1]2[CH:2]=[CH:3][CH:4]=[CH:5][CH:6]=2)[C:19]2[CH:18]=[CH:17][CH:16]=[CH:15][C:14]=2[C:13]2[C:8]1=[CH:9][CH:10]=[CH:11][CH:12]=2. Procedure details: To a solution of 9-phenylfluorene (13.6 mmol) in THF (40 mL) is added nBuLi (1.2 eq) dropwise at 0° C. under an argon atmosphere. The resulting mixture is stirred at 0° C. for 30 min. Paraformaldehyde (1.2 eq) is added in one portion, and the resulting mixture is allowed to stir at room temperature overnight. The reaction mixture is quenched with saturated NH4Cl solution. The resulting mixture is extracted with EtOAc. The EtOAc layer is dried (Na2SO4) and concentrated in vacuo. The concentrate i...